This data is from the Open Reaction Database (ORD), a public repository of structured organic reaction records. The task is: describe an organic reaction: reactants, conditions, products, and yield The reactants are N1CCCC1 (pyrrolidine), ClC1=NC(=C(C(=C1C#N)C1=CC=C(C=C1)OCCO)C#N)SCC=1N=C(OC1)C1=CC=C(C=C1)Cl (2-Chloro-6-({[2-(4-chlorophenyl)-1,3-oxazol-4-yl]methyl}sulfanyl)-4-[4-(2-hydroxyethoxy)-phenyl]pyridine-3,5-dicarbonitrile), O (water). The solvent is C1CCOC1 (THF). Conditions: time 10 hour. Product: ClC1=CC=C(C=C1)C=1OC=C(N1)CSC1=NC(=C(C(=C1C#N)C1=CC=C(C=C1)OCCO)C#N)N1CCCC1 (2-({[2-(4-Chlorophenyl)-1,3-oxazol-4-yl]methyl}sulfanyl)-4-[4-(2-hydroxyethoxy)phenyl]-6-(pyrrolidin-1-yl)pyridine-3,5-dicarbonitrile). As a reaction SMILES: Cl[C:2]1[C:7]([C:8]#[N:9])=[C:6]([C:10]2[CH:15]=[CH:14][C:13]([O:16][CH2:17][CH2:18][OH:19])=[CH:12][CH:11]=2)[C:5]([C:20]#[N:21])=[C:4]([S:22][CH2:23][C:24]2[N:25]=[C:26]([C:29]3[CH:34]=[CH:33][C:32]([Cl:35])=[CH:31][CH:30]=3)[O:27][CH:28]=2)[N:3]=1.[NH:36]1[CH2:40][CH2:39][CH2:38][CH2:37]1.O>C1COCC1>[Cl:35][C:32]1[CH:33]=[CH:34][C:29]([C:26]2[O:27][CH:28]=[C:24]([CH2:23][S:22][C:4]3[C:5]([C:20]#[N:21])=[C:6]([C:10]4[CH:15]=[CH:14][C:13]([O:16][CH2:17][CH2:18][OH:19])=[CH:12][CH:11]=4)[C:7]([C:8]#[N:9])=[C:2]([N:36]4[CH2:40][CH2:39][CH2:38][CH2:37]4)[N:3]=3)[N:25]=2)=[CH:30][CH:31]=1. Procedure: 80 mg (0.15 mmol) of the compound from Example 123A are initially charged in 2 ml of dry THF, and 22 mg (0.31 mmol) of pyrrolidine are added. The reaction mixture is stirred at RT for 10 h. About 2 ml of water are then added, and the mixture is purified directly by preparative HPLC (column: YMC GEL ODS-AQ S-5/15 μm; mobile phase gradient: acetonitrile/water 10:90→95:5). After removal of the solvent on a rotary evaporator, the product was obtained as a white solid. As a reaction SMILES: [C:1]([O:5][C:6](=[O:19])[NH:7][C@@H:8]([C@@H:16]1[CH2:18][O:17]1)[CH2:9][C:10]1[CH:15]=[CH:14][CH:13]=[CH:12][CH:11]=1)([CH3:4])([CH3:3])[CH3:2].[NH:20]1[C:28]2[C:23](=[CH:24][CH:25]=[CH:26][CH:27]=2)[CH:22]=[N:21]1>>[C:1]([O:5][C:6](=[O:19])[NH:7][C@H:8]([CH2:9][C:10]1[CH:15]=[CH:14][CH:13]=[CH:12][CH:11]=1)[C@@H:16]([OH:17])[CH2:18][N:21]1[CH:22]=[C:23]2[C:28]([CH:27]=[CH:26][CH:25]=[CH:24]2)=[N:20]1)([CH3:4])([CH3:3])[CH3:2]. Procedure details: Using general procedure 4 and purification method E with [(1R)-1-{(2R)-oxiran-2-yl}-2-phenyl-ethyl]carbamic acid tert-butylester (0.25 g, 0.95 mmol) and indazole (0.56 g, 4.74 mmol) gives the title compound. Reactants: C(C)(C)(C)OC(N[C@H](CC1=CC=CC=C1)[C@H]1OC1)=O ([(1R)-1-{(2R)-oxiran-2-yl}-2-phenyl-ethyl]carbamic acid tert-butylester), N1N=CC2=CC=CC=C12 (indazole). Yields the product C(C)(C)(C)OC(N[C@@H]([C@H](CN1N=C2C=CC=CC2=C1)O)CC1=CC=CC=C1)=O ([(1R,2S)-1-Benzyl-2-hydroxy-3-indazol-2-yl-propyl]-carbamic acid tert-butyl ester). The reactants are C(C(=O)O)(=O)O (oxalic acid), O1[C@@H](C1)COC1=C2C=CNC2=CC=C1 ((S)-(+)-4-(oxiranylmethoxy)-1H-indole), BrC=1C=C(C=CC1)N1CCNCC1 (1-(3-bromophenyl)piperazine), CO (methanol). Solvent: C(C)(=O)OCC (ethyl acetate), C(C)(=O)OCC (ethyl acetate). The product is C(C(=O)O)(=O)O.N1C=CC2=C(C=CC=C12)OC[C@H](CN1CCN(CC1)C1=CC(=CC=C1)Br)O ((2S)-(-)-1-(4-indolyloxy)-3-(4-(3-bromophenyl)piperazin-1-yl)-2-propanol ethanedioate). Reaction SMILES: [O:1]1[CH2:3][C@H:2]1[CH2:4][O:5][C:6]1[CH:14]=[CH:13][CH:12]=[C:11]2[C:7]=1[CH:8]=[CH:9][NH:10]2.[Br:15][C:16]1[CH:17]=[C:18]([N:22]2[CH2:27][CH2:26][NH:25][CH2:24][CH2:23]2)[CH:19]=[CH:20][CH:21]=1.[C:28]([OH:33])(=[O:32])[C:29]([OH:31])=[O:30].CO>C(OCC)(=O)C>[C:28]([OH:33])(=[O:32])[C:29]([OH:31])=[O:30].[NH:10]1[C:11]2[C:7](=[C:6]([O:5][CH2:4][C@@H:2]([OH:1])[CH2:3][N:25]3[CH2:24][CH2:23][N:22]([C:18]4[CH:19]=[CH:20][CH:21]=[C:16]([Br:15])[CH:17]=4)[CH2:27][CH2:26]3)[CH:14]=[CH:13][CH:12]=2)[CH:8]=[CH:9]1 |f:5.6|. Procedure details: The title compound was prepared in similar fashion from (S)-(+)-4-(oxiranylmethoxy)-1H-indole and 1-(3-bromophenyl)piperazine. The resulting free base was dissolved in ethyl acetate, and precipitated with one equivalent of oxalic acid in ethyl acetate in 84% overall yield. mp 144°-145°. FDMS m/e=429 (M+ of free base). α[D]589 =-8.12 (c=0.81, methanol).